Dataset: the Open Reaction Database (ORD), a public repository of structured organic reaction records. Task: describe an organic reaction: reactants, conditions, products, and yield Isolated yield 79.4%. Product: COC1=CC=C(CS[C@H]2C[C@H](NC2)C(NC)=O)C=C1 ((2S, 4S)-4-(4-methoxybenzylthio)-2-methylcarbamoylpyrrolidine). Reported procedure: 52.5 ml of a 4N dioxane solution of hydrogen chloride were added, whilst ice-cooling, to a solution of 4.00 g of (2S, 4S)-1-(t-butoxycarbonyl)-4-(4-methoxybenzylthio)-2-methylcarbamoylpyrrolidine [prepared as described in step (3) above] dissolved in 50 ml of ethyl acetate. The mixture was stirred at 0° to 50° C. for 30 minutes and then at room temperature for 2 hours. At the end of this time, the reaction mixture was poured into a saturated aqueous solution of sodium bicarbonate to make it weak... Conditions: time 30 minute. As a reaction SMILES: O1CCOCC1.Cl.C(OC([N:15]1[CH2:19][C@@H:18]([S:20][CH2:21][C:22]2[CH:27]=[CH:26][C:25]([O:28][CH3:29])=[CH:24][CH:23]=2)[CH2:17][C@H:16]1[C:30](=[O:33])[NH:31][CH3:32])=O)(C)(C)C.C(=O)(O)[O-].[Na+]>C(OCC)(=O)C>[CH3:29][O:28][C:25]1[CH:24]=[CH:23][C:22]([CH2:21][S:20][C@@H:18]2[CH2:19][NH:15][C@H:16]([C:30](=[O:33])[NH:31][CH3:32])[CH2:17]2)=[CH:27][CH:26]=1 |f:3.4|. Solvent: C(C)(=O)OCC (ethyl acetate). The reactants are C([O-])(O)=O.[Na+] (sodium bicarbonate), O1CCOCC1 (dioxane), Cl (hydrogen chloride), C(C)(C)(C)OC(=O)N1[C@@H](C[C@@H](C1)SCC1=CC=C(C=C1)OC)C(NC)=O ((2S, 4S)-1-(t-butoxycarbonyl)-4-(4-methoxybenzylthio)-2-methylcarbamoylpyrrolidine). Reactants: ClC1=C(C(=CC(=C1)C(F)(F)F)Cl)NN (2,6-dichloro-4-trifluoromethyl phenyl hydrazine), COC1=CC=C(C=C1)CSC(SCC1=CC=C(C=C1)OC)=C(C#N)C#N ({bis[(4-Methoxyphenyl)methylthio]methylene}methane-1,1-dicarbonitrile). The solvent is C(C)(C)O (isopropyl alcohol). Product: NC1=C(C(=NN1C1=C(C=C(C=C1Cl)C(F)(F)F)Cl)SCC1=CC=C(C=C1)OC)C#N (5-Amino-1-[2,6-dichloro-4-(trifluoromethyl)phenyl]-3-[(4-methoxyphenyl)methylthio]pyrazole-4-carbonitrile). As a reaction SMILES: [Cl:1][C:2]1[CH:7]=[C:6]([C:8]([F:11])([F:10])[F:9])[CH:5]=[C:4]([Cl:12])[C:3]=1[NH:13][NH2:14].[CH3:15][O:16][C:17]1[CH:22]=[CH:21][C:20]([CH2:23][S:24][C:25](=[C:36]([C:39]#[N:40])[C:37]#[N:38])SCC2C=CC(OC)=CC=2)=[CH:19][CH:18]=1>C(O)(C)C>[NH2:40][C:39]1[N:13]([C:3]2[C:2]([Cl:1])=[CH:7][C:6]([C:8]([F:9])([F:11])[F:10])=[CH:5][C:4]=2[Cl:12])[N:14]=[C:25]([S:24][CH2:23][C:20]2[CH:19]=[CH:18][C:17]([O:16][CH3:15])=[CH:22][CH:21]=2)[C:36]=1[C:37]#[N:38]. Reported procedure: A solution of 2,6-dichloro-4-trifluoromethyl phenyl hydrazine (245 mg, 1.0 mmol) and {bis[(4-methoxyphenyl)methylthio]methylene}methane-1,1-dicarbonitrile (101, 382 mg, 1.0 mmol) in isopropyl alcohol (15 mL) was heated at reflux for 16 h. The solvent was removed under reduced pressure and the desired product 102 obtained after chromatographic separation (silica gel) using ethyl acetate-hexanes (331 mg, 70%). NMR (δ, CDCl3): 7.7 (2H, s); 7.2 (2H, d, J=8.7 Hz); 6.8 (2H, d, J=8.7 Hz); 4.41 (2H, bro... Starting materials: C([O-])([O-])=O.[K+].[K+] (potassium carbonate), CN1[C@H]2CC[C@@H]1[C@H]([C@H](C2)O)C(=O)OC.Cl (ecgonine methyl ester hydrochloride). Run in O (water). Conditions: time 15 minute. The product is CN1[C@H]2CC[C@@H]1[C@H]([C@H](C2)O)C(=O)OC (ecgonine methyl ester). As a reaction SMILES: C(=O)([O-])[O-].[K+].[K+].[CH3:7][N:8]1[C@H:12]2[C@@H:13]([C:17]([O:19][CH3:20])=[O:18])[C@@H:14]([OH:16])[CH2:15][C@@H:9]1[CH2:10][CH2:11]2.Cl>O>[CH3:7][N:8]1[C@H:12]2[C@@H:13]([C:17]([O:19][CH3:20])=[O:18])[C@@H:14]([OH:16])[CH2:15][C@@H:9]1[CH2:10][CH2:11]2 |f:0.1.2,3.4|. Procedure: To 20ml of cold saturated potassium carbonate solution in a 125ml separator funnel was added a solution of 5.0g (213 mmoles) ecgonine methyl ester hydrochloride in 5ml water. The aqueous mixture was extracted with 4 × 60ml of chloroform. The combined chloroform extracts were dried over anhydrous sodium carbonate and evaporated in vacuo. Pumping at 0.05mm Hg for 15 minutes yielded 4.0g (93%) of TLC pure (20:1 CHCl3 :MeOH) ecgonine methyl ester. Reactants: COC=1C=C(CC=2C(=NC(=NC2)N)N)C=C(C1OC)I (5-(3,4-dimethoxy-5-iodo-benzyl)-pyrimidine-2,4-diamine), CN(C1=CC=C(C=C1)OB(O)O)C (4-dimethylamino-phenylboric acid), C([O-])([O-])=O.[K+].[K+] (potassium carbonate), tetrakis-tri-phenylphosphine palladium, ice water. Run in O1CCOCC1 (dioxan). The product is CN(C1=CC=C(C=C1)C1=CC(=CC(=C1OC)OC)CC=1C(=NC(=NC1)N)N)C (5-(4'-dimethylamino-5,6-dimethoxy-biphenyl-3-ylmethyl)-pyrimidine-2,4-diamine). Yield: 88.5%. As a reaction SMILES: [CH3:1][O:2][C:3]1[CH:4]=[C:5]([CH:15]=[C:16](I)[C:17]=1[O:18][CH3:19])[CH2:6][C:7]1[C:8]([NH2:14])=[N:9][C:10]([NH2:13])=[N:11][CH:12]=1.[CH3:21][N:22]([CH3:33])[C:23]1[CH:28]=[CH:27][C:26](OB(O)O)=[CH:25][CH:24]=1.C(=O)([O-])[O-].[K+].[K+]>O1CCOCC1>[CH3:21][N:22]([CH3:33])[C:23]1[CH:28]=[CH:27][C:26]([C:16]2[C:17]([O:18][CH3:19])=[C:3]([O:2][CH3:1])[CH:4]=[C:5]([CH2:6][C:7]3[C:8]([NH2:14])=[N:9][C:10]([NH2:13])=[N:11][CH:12]=3)[CH:15]=2)=[CH:25][CH:24]=1 |f:2.3.4|. Reported procedure: 376 mg of 5-(3,4-dimethoxy-5-iodo-benzyl)-pyrimidine-2,4-diamine and 400 mg of 4-dimethylamino-phenylboric acid (Example 3a)) are treated with 40 ml of dioxan and 2.4 ml of a 2M potassium carbonate solution and 24 mg of tetrakis-tri-phenylphosphine-palladium. The mixture is heated at reflux under argon for 14 hrs. Subsequently, it is poured on to ice-water, extracted with methylene chloride, dried over magnesium sulphate and chromatographed on silica gel with methylenechloride/methanol 98:2. 327...